This data is from the Open Reaction Database (ORD), a public repository of structured organic reaction records. The task is: describe an organic reaction: reactants, conditions, products, and yield Starting materials: CC(C)C[AlH]CC(C)C (DIBAL-H), COC1=C(C=C(C=C1)OC)C1=CC=C(C=C1)/C(=C/C(=O)OCC)/C ((E)-ethyl 3-(2′,5′-dimethoxy-biphenyl-4-yl)-but-2-enoate). Product: COC1=C(C=C(C=C1)OC)C1=CC=C(C=C1)/C(=C/CO)/C ((E)-3-(2′,5′-dimethoxy-biphenyl-4-yl)-but-2-en-1-ol). Reaction SMILES: CC(C[AlH]CC(C)C)C.[CH3:10][O:11][C:12]1[CH:17]=[CH:16][C:15]([O:18][CH3:19])=[CH:14][C:13]=1[C:20]1[CH:25]=[CH:24][C:23](/[C:26](/[CH3:33])=[CH:27]/[C:28](OCC)=[O:29])=[CH:22][CH:21]=1>>[CH3:10][O:11][C:12]1[CH:17]=[CH:16][C:15]([O:18][CH3:19])=[CH:14][C:13]=1[C:20]1[CH:21]=[CH:22][C:23](/[C:26](/[CH3:33])=[CH:27]/[CH2:28][OH:29])=[CH:24][CH:25]=1. Reported procedure: The colourless gum (E)-3-(2′,5′-dimethoxy-biphenyl-4-yl)-but-2-en-1-ol was prepared by DIBAL-H reduction of (E)-ethyl 3-(2′,5′-dimethoxy-biphenyl-4-yl)-but-2-enoate by a procedure analogous to that described in example 52b. Reactants: O (water), C(C)(C)[Mg]Cl (Isopropylmagnesium chloride), COC1=C(CN2CC(CC2=O)C(=O)[O-])C=CC(=C1)OC (1-(2,4-dimethoxybenzyl)-5-oxopyrrolidine-3-carboxylate), CONC (O,N-dimethyl-hydroxylamine). Solvent: C1CCOC1 (THF). Reaction conditions: temperature 0 celsius, time 1 hour. Yields the product COC1=C(CN2CC(CC2=O)C(=O)N(C)OC)C=CC(=C1)OC (1-(2,4-dimethoxybenzyl)-N-methoxy-N-methyl-5-oxopyrrolidine-3-carboxamide). As a reaction SMILES: C([Mg]Cl)(C)C.[CH3:6][O:7][C:8]1[CH:23]=[C:22]([O:24][CH3:25])[CH:21]=[CH:20][C:9]=1[CH2:10][N:11]1[C:15](=[O:16])[CH2:14][CH:13]([C:17]([O-:19])=O)[CH2:12]1.[CH3:26][O:27][NH:28][CH3:29].O>C1COCC1>[CH3:6][O:7][C:8]1[CH:23]=[C:22]([O:24][CH3:25])[CH:21]=[CH:20][C:9]=1[CH2:10][N:11]1[C:15](=[O:16])[CH2:14][CH:13]([C:17]([N:28]([O:27][CH3:26])[CH3:29])=[O:19])[CH2:12]1. Reported procedure: Isopropylmagnesium chloride (15.3 mL, 30.6 mmol) was added to a solution of 1-(2,4-dimethoxybenzyl)-5-oxopyrrolidine-3-carboxylate (3.0 g, 10 mmol) and O,N-dimethyl-hydroxylamine (1.5 g, 15 mmol) in THF (100 mL) at −10° C. The mixture was stirred at 0° C. for 1 hour then the mixture was added to water and concentrated under reduced pressure to afford 1-(2,4-dimethoxybenzyl)-N-methoxy-N-methyl-5-oxopyrrolidine-3-carboxamide. 1H NMR (400 MHz, CDCl3) δ 7.13-7.15 (m, 1H), 6.43-6.45 (m, 2H), 4.41-4.4... Run at temperature 160 celsius. Procedure details: 5-(3-mercapto-[1,2,4]triazolo[4,3-a]pyridin-6-yl)-1-methylpyridin-2(]H)-one: A mixture of 5-(6-hydrazinylpyridin-3-yl)-1-methylpyridin-2(1 H)-one (600 mg, 2.78 mmol) and isothiocyanatobenzene (450 mg, 3.33 mmol) in NMP-1,3-dichlorobenzene (1:1, 10 mL) was heated in a microwave at 160° C. for 1 hr and then purified by preparative LCMS to provide the title compound, 5-(3-mercapto-[1,2,4]triazolo[4,3-a]pyridin-6-yl)-1-methylpyridin-2(1H)-one (310 mg, 43% yield). Solvent: CN1CCCC1=O.ClC1=CC(=CC=C1)Cl (NMP 1,3-dichlorobenzene). Starting materials: 5-(3-mercapto-[1,2,4]triazolo[4,3-a]pyridin-6-yl)-1-methylpyridin-2(]H, N(N)C1=CC=C(C=N1)C=1C=CC(N(C1)C)=O (5-(6-hydrazinylpyridin-3-yl)-1-methylpyridin-2(1 H)-one), N(=C=S)C1=CC=CC=C1 (isothiocyanatobenzene). Isolated yield 86.3%. Yields the product N(N)C1=CC=C(C=N1)C=1C=CC(N(C1)C)=O (5-(6-hydrazinylpyridin-3-yl)-1-methylpyridin-2(1 H)-one), SC1=NN=C2N1C=C(C=C2)C=2C=CC(N(C2)C)=O (5-(3-mercapto-[1,2,4]triazolo[4,3-a]pyridin-6-yl)-1-methylpyridin-2(1H)-one). RXN SMILES: [NH:1]([C:3]1[N:8]=[CH:7][C:6]([C:9]2[CH:10]=[CH:11][C:12](=[O:16])[N:13]([CH3:15])[CH:14]=2)=[CH:5][CH:4]=1)[NH2:2].N(C1C=CC=CC=1)=[C:18]=[S:19]>CN1C(=O)CCC1.ClC1C=CC=C(Cl)C=1>[NH:1]([C:3]1[N:8]=[CH:7][C:6]([C:9]2[CH:10]=[CH:11][C:12](=[O:16])[N:13]([CH3:15])[CH:14]=2)=[CH:5][CH:4]=1)[NH2:2].[SH:19][C:18]1[N:8]2[CH:7]=[C:6]([C:9]3[CH:10]=[CH:11][C:12](=[O:16])[N:13]([CH3:15])[CH:14]=3)[CH:5]=[CH:4][C:3]2=[N:1][N:2]=1 |f:2.3|. The reactants are BrC1=C(C=CC(=C1)F)C1N=C(NC(=C1C(=O)OCC)CBr)C=1SC=C(N1)CC(=O)NC(C)C (Ethyl 4-(2-bromo-4-fluorophenyl)-6-(bromomethyl)-2-(4-(2-(isopropylamino)-2-oxo ethyl)thiazol-2-yl)-1,4-dihydropyrimidine-5-carboxylate), N1C(COCC1)C(=O)O (morpholine-3-carboxylic acid). Product: BrC1=C(C=CC(=C1)F)C1C(=C(NC(=N1)C=1SC=C(N1)CC(=O)NC(C)C)CN1C(COCC1)C(=O)O)C(=O)OCC (4-((6-(2-bromo-4-fluorophenyl)-5-(ethoxycarbonyl)-2-(4-(2-(isopropylamino)-2-oxoethyl)thiazol-2-yl)-3,6-dihydropyrimidin-4-yl)methyl)morpholine-3-carboxylic acid). Isolated yield 49.0%. RXN SMILES: [Br:1][C:2]1[CH:7]=[C:6]([F:8])[CH:5]=[CH:4][C:3]=1[CH:9]1[C:14]([C:15]([O:17][CH2:18][CH3:19])=[O:16])=[C:13]([CH2:20]Br)[NH:12][C:11]([C:22]2[S:23][CH:24]=[C:25]([CH2:27][C:28]([NH:30][CH:31]([CH3:33])[CH3:32])=[O:29])[N:26]=2)=[N:10]1.[NH:34]1[CH2:39][CH2:38][O:37][CH2:36][CH:35]1[C:40]([OH:42])=[O:41]>>[Br:1][C:2]1[CH:7]=[C:6]([F:8])[CH:5]=[CH:4][C:3]=1[CH:9]1[N:10]=[C:11]([C:22]2[S:23][CH:24]=[C:25]([CH2:27][C:28]([NH:30][CH:31]([CH3:33])[CH3:32])=[O:29])[N:26]=2)[NH:12][C:13]([CH2:20][N:34]2[CH2:39][CH2:38][O:37][CH2:36][CH:35]2[C:40]([OH:42])=[O:41])=[C:14]1[C:15]([O:17][CH2:18][CH3:19])=[O:16]. Reported procedure: Ethyl 4-(2-bromo-4-fluorophenyl)-6-(bromomethyl)-2-(4-(2-(isopropylamino)-2-oxo ethyl)thiazol-2-yl)-1,4-dihydropyrimidine-5-carboxylate (1.2 g, 2 mmol) was reacted with morpholine-3-carboxylic acid (0.39 g, 3 mmol) according to the procedure as described in Example 1, Step C to give the title compound as a yellow solid (0.64 g, 49%). The compound was characterized by the following spectroscopic data: Reactants: C=CCOC(=O)Cl, Cl, c1cc(-n2cnnn2)ncc1OCc1cnn(C2CCNCC2)n1. Product: C=CCOC(=O)N1CCC(n2ncc(COc3ccc(-n4cnnn4)nc3)n2)CC1. As a reaction SMILES: [Cl:26][C:27](=[O:28])[O:29][CH2:30][CH:31]=[CH2:32].[ClH:1].[NH:2]1[CH2:3][CH2:4][CH:5]([n:8]2[n:9][cH:10][c:11]([CH2:13][O:14][c:15]3[cH:16][cH:17][c:18](-[n:21]4[n:22][n:23][n:24][cH:25]4)[n:19][cH:20]3)[n:12]2)[CH2:6][CH2:7]1>>[N:2]1([C:27](=[O:28])[O:29][CH2:30][CH:31]=[CH2:32])[CH2:3][CH2:4][CH:5]([n:8]2[n:9][cH:10][c:11]([CH2:13][O:14][c:15]3[cH:16][cH:17][c:18](-[n:21]4[n:22][n:23][n:24][cH:25]4)[n:19][cH:20]3)[n:12]2)[CH2:6][CH2:7]1. The reactants are COC1=CC=C2C=CC=C(C2=C1)CONC(C)=O (O-[(7-Methoxynaphth-1-yl)Methyl]-N-Acetylhydroxylamine), C(C)(=O)Cl (acetyl chloride), [Al+3].[Cl-].[Cl-].[Cl-] (AlCl3), [N+](=O)([O-])C1=CC=CC=C1 (nitrobenzene). The product is C(C)(=O)C=1C=C(C2=CC(=CC=C2C1)OC)CONC(C)=O (O-[(3-Acetyl-7-Methoxynaphth- 1- yl)Methyl]-N-Acetyl-Hydroxylamine). Reaction SMILES: [CH3:1][O:2][C:3]1[CH:12]=[C:11]2[C:6]([CH:7]=[CH:8][CH:9]=[C:10]2[CH2:13][O:14][NH:15][C:16](=[O:18])[CH3:17])=[CH:5][CH:4]=1.[Al+3].[Cl-].[Cl-].[Cl-].[N+](C1C=CC=CC=1)([O-])=O.[C:32](Cl)(=[O:34])[CH3:33]>>[C:32]([C:8]1[CH:9]=[C:10]([CH2:13][O:14][NH:15][C:16](=[O:18])[CH3:17])[C:11]2[C:6]([CH:7]=1)=[CH:5][CH:4]=[C:3]([O:2][CH3:1])[CH:12]=2)(=[O:34])[CH3:33] |f:1.2.3.4|. Procedure details: Starting with a solution of the compound of Example 1 and AlCl3, in a solvent such as nitrobenzene, acetyl chloride is added dropwise at 12° C. and under nitrogen. The reaction is allowed to proceed for 2 hours at 12° C. and the reaction mixture is poured over ice. The crude mixture is extracted, dried, concentrated and chromatographed on silica. The title compound is obtained. Conditions: time 2 hour. Reactants: solution, C[Si](C)(C)[N-][Si](C)(C)C.[Li+] (lithium bis(trimethylsilyl)amide), C1(=CC=CC=C1)[Se]Br (phenylselenylbromide), C(C)(C)(C)OC(=O)N1C(CCC1=O)CO[Si](C)(C)C(C)(C)C (2-(tert-butyldimethylsilanyloxymethyl)-5-oxopyrrolidine-l-carboxylic acid tert-butyl ester), BrC(C(Br)(Cl)Cl)(Cl)Cl (1,2-dibromotetrachloroethane). The solvent is O1CCCC1 (tetrahydrofuran), O1CCCC1 (tetrahydrofuran), O1CCCC1 (tetrahydrofuran), O1CCCC1 (tetrahydrofuran). Reaction conditions: time 2 hour. Yields the product C(C)(C)(C)OC(=O)N1C(C(=C[C@@H]1CO[Si](C)(C)C(C)(C)C)Br)=O ((5R)-3-Bromo-5-(tert-butyl-dimethylsilanyloxymethyl)-2-oxo-2,5-dihydropyrrole-1-carboxylic acid tert-butyl ester). Isolated yield 59.1%. As a reaction SMILES: [C:1]([O:5][C:6]([N:8]1[C:12](=[O:13])[CH2:11][CH2:10][CH:9]1[CH2:14][O:15][Si:16]([C:19]([CH3:22])([CH3:21])[CH3:20])([CH3:18])[CH3:17])=[O:7])([CH3:4])([CH3:3])[CH3:2].C[Si]([N-][Si](C)(C)C)(C)C.[Li+].C1([Se][Br:40])C=CC=CC=1.BrC(Cl)(Cl)C(Cl)(Cl)Br>O1CCCC1>[C:1]([O:5][C:6]([N:8]1[C@@H:9]([CH2:14][O:15][Si:16]([C:19]([CH3:22])([CH3:21])[CH3:20])([CH3:17])[CH3:18])[CH:10]=[C:11]([Br:40])[C:12]1=[O:13])=[O:7])([CH3:4])([CH3:3])[CH3:2] |f:1.2|. Procedure: A solution of 2-(tert-butyldimethylsilanyloxymethyl)-5-oxopyrrolidine-l-carboxylic acid tert-butyl ester (16.5 grams, 50 mmol) in tetrahydrofuran (800 mL) was cooled in bath at -78° C. A 1M solution of lithium bis(trimethylsilyl)amide in tetrahydrofuran (100 mL, 100 mmol) was added slowly. After stirring for 2 hours, a solution of phenylselenylbromide (14.16 grams, 60 mmol) in tetrahydrofuran (100 mL) was added and, after 15 minutes, a solution of 1,2-dibromotetrachloroethane (19.5 grams, 60 mmo...